This data is from the Open Reaction Database (ORD), a public repository of structured organic reaction records. The task is: describe an organic reaction: reactants, conditions, products, and yield Starting materials: CC=1N(C=CN1)C1=CC=C(C=C1)NC=1N=C(C2=C(N1)CCN(C2)C(=O)OC(C)(C)C)OS(=O)(=O)C(F)(F)F (tert-butyl 2-(4-(2-methyl-1H-imidazol-1-yl)phenylamino)-4-(trifluoromethylsulfonyloxy)-7,8-dihydropyrido[4,3-d]pyrimidine-6(5H)-carboxylate), C1(CC1)NCCC#N (3-(cyclopropylamino)propanenitrile). Run in CN(C)C=O (DMF). Conditions: temperature 85 celsius, time 8 hour. Yields the product C(#N)CCN(C=1C2=C(N=C(N1)NC1=CC=C(C=C1)N1C(=NC=C1)C)CCN(C2)C(=O)OC(C)(C)C)C2CC2 (tert-Butyl 4-((2-cyanoethyl)(cyclopropyl)amino)-2-(4-(2-methyl-1H-imidazol-1-yl)phenylamino)-7,8-dihydropyrido[4,3-d]pyrimidine-6(5H)-carboxylate). As a reaction SMILES: [CH3:1][C:2]1[N:3]([C:7]2[CH:12]=[CH:11][C:10]([NH:13][C:14]3[N:15]=[C:16](OS(C(F)(F)F)(=O)=O)[C:17]4[CH2:23][N:22]([C:24]([O:26][C:27]([CH3:30])([CH3:29])[CH3:28])=[O:25])[CH2:21][CH2:20][C:18]=4[N:19]=3)=[CH:9][CH:8]=2)[CH:4]=[CH:5][N:6]=1.[CH:39]1([NH:42][CH2:43][CH2:44][C:45]#[N:46])[CH2:41][CH2:40]1>CN(C=O)C>[C:45]([CH2:44][CH2:43][N:42]([CH:39]1[CH2:41][CH2:40]1)[C:16]1[C:17]2[CH2:23][N:22]([C:24]([O:26][C:27]([CH3:29])([CH3:30])[CH3:28])=[O:25])[CH2:21][CH2:20][C:18]=2[N:19]=[C:14]([NH:13][C:10]2[CH:11]=[CH:12][C:7]([N:3]3[CH:4]=[CH:5][N:6]=[C:2]3[CH3:1])=[CH:8][CH:9]=2)[N:15]=1)#[N:46]. Procedure details: tert-Butyl 2-(4-(2-methyl-1H-imidazol-1-yl)phenylamino)-4-(trifluoromethylsulfonyloxy)-7,8-dihydropyrido[4,3-d]pyrimidine-6(5H)-carboxylate (250 mg, 0.45 mmol, example 69c) was dissolved in DMF (2 mL). 3-(cyclopropylamino)propanenitrile (49.7 mg, 0.45 mmol) was added and the reaction mixture was stirred at 85° C. overnight. The mixture was allowed to reach room temperature and the solvent was evaporated under reduced pressure. The crude tert-butyl 4-((2-cyanoethyl)(cyclopropyl)amino)-2-(4-(2-met... The reactants are Brc1ccc(-c2nc3ccccc3s2)cc1, CC(C)(C)P(C(C)(C)C)C(C)(C)C, CC(C)(C)[O-], Cc1ccccc1, [Na+], CC(=O)[O-], CC(=O)[O-], [Pd+2], c1ccc2c(c1)Cc1ccccc1N2. The product is c1ccc2c(c1)Cc1ccccc1N2c1ccc(-c2nc3ccccc3s2)cc1. Reaction SMILES: [Br:34][c:35]1[cH:36][cH:37][c:38](-[c:41]2[s:42][c:43]3[c:44]([n:45]2)[cH:46][cH:47][cH:48][cH:49]3)[cH:39][cH:40]1.[C:15]([P:16]([C:17]([CH3:18])([CH3:19])[CH3:20])[C:21]([CH3:22])([CH3:23])[CH3:24])([CH3:25])([CH3:26])[CH3:27].[CH3:28][C:29]([CH3:30])([O-:31])[CH3:32].[CH3:50][c:51]1[cH:52][cH:53][cH:54][cH:55][cH:56]1.[Na+:33].[O-:58][C:59]([CH3:60])=[O:61].[O-:62][C:63]([CH3:64])=[O:65].[Pd+2:57].[cH:1]1[cH:2][cH:3][cH:4][c:5]2[c:14]1[CH2:13][c:12]1[c:7]([cH:8][cH:9][cH:10][cH:11]1)[NH:6]2>>[cH:1]1[cH:2][cH:3][cH:4][c:5]2[c:14]1[CH2:13][c:12]1[c:7]([cH:8][cH:9][cH:10][cH:11]1)[N:6]2[c:35]1[cH:36][cH:37][c:38](-[c:41]2[s:42][c:43]3[c:44]([n:45]2)[cH:46][cH:47][cH:48][cH:49]3)[cH:39][cH:40]1. The reactants are [Br-], Ic1cn(C(c2ccccc2)(c2ccccc2)c2ccccc2)cn1, CC[Mg+], CCc1cc(C=O)c(CC)s1, CCOCC, ClCCl. Product: CCc1cc(C(O)c2cn(C(c3ccccc3)(c3ccccc3)c3ccccc3)cn2)c(CC)s1. Reaction SMILES: [Br-:26].[C:1]([c:2]1[cH:3][cH:4][cH:5][cH:6][cH:7]1)([c:8]1[cH:9][cH:10][cH:11][cH:12][cH:13]1)([c:14]1[cH:15][cH:16][cH:17][cH:18][cH:19]1)[n:20]1[cH:21][n:22][c:23]([I:25])[cH:24]1.[CH2:27]([Mg+:28])[CH3:29].[CH2:30]([CH3:31])[c:32]1[s:33][c:34]([CH2:39][CH3:40])[cH:35][c:36]1[CH:37]=[O:38].[CH3:41][CH2:42][O:43][CH2:44][CH3:45].[Cl:46][CH2:47][Cl:48]>>[C:1]([c:2]1[cH:3][cH:4][cH:5][cH:6][cH:7]1)([c:8]1[cH:9][cH:10][cH:11][cH:12][cH:13]1)([c:14]1[cH:15][cH:16][cH:17][cH:18][cH:19]1)[n:20]1[cH:21][n:22][c:23]([CH:37]([c:36]2[c:32]([CH2:30][CH3:31])[s:33][c:34]([CH2:39][CH3:40])[cH:35]2)[OH:38])[cH:24]1. Starting materials: CC(C)Oc1ccc(S(C)(=O)=O)cc1C(=O)O, FC(F)(F)Cc1csc(N2CCNCC2)n1. Yields the product CC(C)Oc1ccc(S(C)(=O)=O)cc1C(=O)N1CCN(c2nc(CC(F)(F)F)cs2)CC1. As a reaction SMILES: [CH:1]([CH3:2])([CH3:3])[O:4][c:5]1[c:6]([C:7](=[O:8])[OH:9])[cH:10][c:11]([S:14](=[O:15])(=[O:16])[CH3:17])[cH:12][cH:13]1.[F:18][C:19]([CH2:20][c:21]1[n:22][c:23]([N:26]2[CH2:27][CH2:28][NH:29][CH2:30][CH2:31]2)[s:24][cH:25]1)([F:32])[F:33]>>[CH:1]([CH3:2])([CH3:3])[O:4][c:5]1[c:6]([C:7](=[O:9])[N:29]2[CH2:28][CH2:27][N:26]([c:23]3[n:22][c:21]([CH2:20][C:19]([F:18])([F:32])[F:33])[cH:25][s:24]3)[CH2:31][CH2:30]2)[cH:10][c:11]([S:14](=[O:15])(=[O:16])[CH3:17])[cH:12][cH:13]1. Starting materials: CO, CSc1nncc(-c2cccc(C(F)(F)F)c2)n1, NN, C1CCOC1. The product is NNc1nncc(-c2cccc(C(F)(F)F)c2)n1. As a reaction SMILES: [CH3:19][OH:20].[CH3:1][S:2][c:3]1[n:4][n:5][cH:6][c:7](-[c:9]2[cH:10][c:11]([C:15]([F:16])([F:17])[F:18])[cH:12][cH:13][cH:14]2)[n:8]1.[NH2:21][NH2:22].[O:23]1[CH2:24][CH2:25][CH2:26][CH2:27]1>>[c:3]1([NH:21][NH2:22])[n:4][n:5][cH:6][c:7](-[c:9]2[cH:10][c:11]([C:15]([F:16])([F:17])[F:18])[cH:12][cH:13][cH:14]2)[n:8]1. Starting materials: CC(C)(C)OC(CC(C=O)NC(=O)OCc1cccc2c1Cc1ccccc1-2)=NNC(N)=O, CCNCC, CN(C)C=O. Product: CC(C)(C)OC(CC(N)C=O)=NNC(N)=O. As a reaction SMILES: [C:1]([CH3:2])([CH3:3])([CH3:4])[O:5][C:6]([CH2:7][CH:8]([CH:9]=[O:10])[NH:11][C:12]([O:13][CH2:14][c:15]1[c:16]2[c:24]([cH:25][cH:26][cH:27]1)-[c:19]1[c:18]([cH:23][cH:22][cH:21][cH:20]1)[CH2:17]2)=[O:28])=[N:29][NH:30][C:31]([NH2:32])=[O:33].[CH2:34]([NH:35][CH2:36][CH3:37])[CH3:38].[O:39]=[CH:40][N:41]([CH3:42])[CH3:43]>>[C:1]([CH3:2])([CH3:3])([CH3:4])[O:5][C:6]([CH2:7][CH:8]([CH:9]=[O:10])[NH2:11])=[N:29][NH:30][C:31]([NH2:32])=[O:33]. The reactants are Cl (hydrochloric acid), ClC(=COC=1C=C(CBr)C=CC1)Cl (3(2,2-Dichlorovinyloxy)benzyl bromide), C1N2CN3CN1CN(C2)C3 (hexamethylene tetramine), C(C)(=O)O (acetic acid). Run in O (water), C(Cl)(Cl)(Cl)Cl (carbon tetrachloride). Yields the product ClC(=COC=1C=C(C=O)C=CC1)Cl (3(2,2-dichlorovinyloxy)benzaldehyde). As a reaction SMILES: [Cl:1][C:2]([Cl:13])=[CH:3][O:4][C:5]1[CH:6]=[C:7]([CH:10]=[CH:11][CH:12]=1)[CH2:8]Br.C1N2CN3CN(C2)CN1C3.C(O)(=[O:26])C.Cl>C(Cl)(Cl)(Cl)Cl.O>[Cl:1][C:2]([Cl:13])=[CH:3][O:4][C:5]1[CH:6]=[C:7]([CH:10]=[CH:11][CH:12]=1)[CH:8]=[O:26]. Reported procedure: 3(2,2-Dichlorovinyloxy)benzyl bromide (2.5 g) was carefully added to a stirred solution of hexamethylene tetramine (2.1 g) in carbon tetrachloride (20 ml) at the ambient temperature. After 5 minutes the precipitate was collected by filtration and washed with acetone. The solid thus obtained was added to aqueous acetic acid solution (50% by weight, 16 ml) and the mixture refluxed for 1 hour. A mixture of water (16 ml) and concentrated hydrochloric acid (4.5 ml) was then added and the mixture refl...